This data is from the Open Reaction Database (ORD), a public repository of structured organic reaction records. The task is: describe an organic reaction: reactants, conditions, products, and yield Starting materials: OC1=CC=C2C=3C=CC(=CC3NC2=C1)NC(OC(C)(C)C)=O (tert-butyl 7-hydroxy-9H-carbazol-2-ylcarbamate), CC1=CC=C(C=C1)S(=O)(=O)OCCOCCOCCF (2-(2-(2-fluoroethoxy)ethoxy)ethyl 4-methylbenzenesulfonate), C(=O)([O-])[O-].[Cs+].[Cs+] (Cs2CO3). Solvent: CCOC(=O)C (EtOAc), CN1CCCC1=O (NMP). Reaction conditions: time 15 hour. Yields the product FCCOCCOCCOC1=CC=C2C=3C=CC(=CC3NC2=C1)NC(OC(C)(C)C)=O (tert-butyl 7-(2-(2-(2-fluoroethoxy)ethoxy)ethoxy)-9H-carbazol-2-ylcarbamate). Isolated yield 54.7%. Reaction SMILES: [OH:1][C:2]1[CH:14]=[C:13]2[C:5]([C:6]3[CH:7]=[CH:8][C:9]([NH:15][C:16](=[O:22])[O:17][C:18]([CH3:21])([CH3:20])[CH3:19])=[CH:10][C:11]=3[NH:12]2)=[CH:4][CH:3]=1.CC1C=CC(S(O[CH2:34][CH2:35][O:36][CH2:37][CH2:38][O:39][CH2:40][CH2:41][F:42])(=O)=O)=CC=1.C([O-])([O-])=O.[Cs+].[Cs+]>CN1C(=O)CCC1.CCOC(C)=O>[F:42][CH2:41][CH2:40][O:39][CH2:38][CH2:37][O:36][CH2:35][CH2:34][O:1][C:2]1[CH:14]=[C:13]2[C:5]([C:6]3[CH:7]=[CH:8][C:9]([NH:15][C:16](=[O:22])[O:17][C:18]([CH3:19])([CH3:21])[CH3:20])=[CH:10][C:11]=3[NH:12]2)=[CH:4][CH:3]=1 |f:2.3.4|. Procedure details: To tert-butyl 7-hydroxy-9H-carbazol-2-ylcarbamate (165 mg, 0.55 mmol) and 2-(2-(2-fluoroethoxy)ethoxy)ethyl 4-methylbenzenesulfonate (202 mg, 0.66 mmol) in 2 mL of NMP was added Cs2CO3 (179 mg, 0.55 mmol). The mixture was stirred at rt for 15 h under Ar atmosphere and diluted with EtOAc (50 mL). It was washed with water (3×50 mL) and dried over MgSO4. After solvent removal, the residue was chromatographed (hexane/EtOAc) to afford tert-butyl 7-(2-(2-(2-fluoroethoxy)ethoxy)ethoxy)-9H-carbazol-2-yl... Starting materials: CN(C)C=O, CN(C)S(=O)(=O)CCCO, Clc1ccc2ncnn2n1, [H-], [Na+], O. Yields the product CN(C)S(=O)(=O)CCCOc1ccc2ncnn2n1. RXN SMILES: [CH3:24][N:25]([CH3:26])[CH:27]=[O:28].[CH3:3][N:4]([S:5](=[O:6])(=[O:7])[CH2:8][CH2:9][CH2:10][OH:11])[CH3:12].[Cl:13][c:14]1[cH:15][cH:16][c:17]2[n:18]([n:19]1)[n:20][cH:21][n:22]2.[H-:1].[Na+:2].[OH2:23]>>[CH3:3][N:4]([S:5](=[O:6])(=[O:7])[CH2:8][CH2:9][CH2:10][O:11][c:14]1[cH:15][cH:16][c:17]2[n:18]([n:19]1)[n:20][cH:21][n:22]2)[CH3:12]. Reactants: [H-].[Na+] (sodium hydride), [H-].[Na+] (sodium hydride), ClC1=NC=C(C=C1)[N+](=O)[O-] (2-chloro-5-nitropyridine), C(CC(=O)OCC)(=O)OCC (diethyl malonate), CC(C(=O)OCC)(CCCBr)C (ethyl 2,2-dimethyl-5-bromopentanoate), [Cl-].[Na+] (sodium chloride). Run in CN(C=O)C (N,N-dimethylformamide). Reaction conditions: temperature 80 celsius, time 2 hour. The product is CC(CCCC(C(=O)OCC)(C(=O)OCC)C1=NC=C(C=C1)[N+](=O)[O-])(C)C(=O)OCC (Triethyl 5-methyl-1-(5-nitropyridin-2-yl)hexane-1,1,5-tricarboxylate). Isolated yield 74.6%. Reaction SMILES: [C:1]([O:9][CH2:10][CH3:11])(=[O:8])[CH2:2][C:3]([O:5][CH2:6][CH3:7])=[O:4].[H-].[Na+].[CH3:14][C:15]([CH3:25])([CH2:21][CH2:22][CH2:23]Br)[C:16]([O:18][CH2:19][CH3:20])=[O:17].Cl[C:27]1[CH:32]=[CH:31][C:30]([N+:33]([O-:35])=[O:34])=[CH:29][N:28]=1.[Cl-].[Na+]>CN(C)C=O>[CH3:14][C:15]([C:16]([O:18][CH2:19][CH3:20])=[O:17])([CH3:25])[CH2:21][CH2:22][CH2:23][C:2]([C:27]1[CH:32]=[CH:31][C:30]([N+:33]([O-:35])=[O:34])=[CH:29][N:28]=1)([C:3]([O:5][CH2:6][CH3:7])=[O:4])[C:1]([O:9][CH2:10][CH3:11])=[O:8] |f:1.2,5.6|. Procedure: 5 g of diethyl malonate was dissolved in 30 ml of N,N-dimethylformamide and 1.550 g of sodium hydride (60% oily) was added thereto under ice-cooling. Next, 7.04 g of ethyl 2,2-dimethyl-5-bromopentanoate was added to the reaction mixture and the resulting mixture was stirred at 80° C. for 2 hours. After ice-cooling the reaction mixture again, 1.550 g of sodium hydride (60% oily) was added thereto. After stirring for 25 minutes, 7.4 g of 2-chloro-5-nitropyridine was added and the resulting mixture... The reactants are ClC1=CC=C(OC2CN(C2)CC[C@@H](CO)NC(=O)NC=2N(N=C(C2)C2CC2)C)C=C1 (1-{(S)-3-[3-(4-Chloro-phenoxy)-azetidin-1-yl]-1-hydroxymethyl-propyl}-3-(5-cyclopropyl-2-methyl-2H-pyrazol-3-yl)-urea), N[C@H](CO)CCN1CC(C1)CC1=CC=C(C=C1)F ((S)-2-amino-4-[3-(4-fluoro-benzyl)-azetidin-1-yl]-butan-1-ol). Product: FC1=CC=C(CC2CN(C2)CC[C@@H](CO)NC(=O)NC=2N(N=C(C2)C2CC2)C)C=C1 (1-{(S)-3-[3-(4-fluoro-benzyl)-azetidin-1-yl]-1-hydroxymethyl-propyl}-3-(5-cyclo-propyl-2-methyl-2H-pyrazol-3-yl)-urea). RXN SMILES: ClC1C=CC(O[CH:7]2[CH2:10][N:9]([CH2:11][CH2:12][C@H:13]([NH:16][C:17]([NH:19][C:20]3[N:21]([CH3:28])[N:22]=[C:23]([CH:25]4[CH2:27][CH2:26]4)[CH:24]=3)=[O:18])[CH2:14][OH:15])[CH2:8]2)=CC=1.N[C@@H](CCN1CC([CH2:41][C:42]2[CH:47]=[CH:46][C:45]([F:48])=[CH:44][CH:43]=2)C1)CO>>[F:48][C:45]1[CH:46]=[CH:47][C:42]([CH2:41][CH:7]2[CH2:8][N:9]([CH2:11][CH2:12][C@H:13]([NH:16][C:17]([NH:19][C:20]3[N:21]([CH3:28])[N:22]=[C:23]([CH:25]4[CH2:26][CH2:27]4)[CH:24]=3)=[O:18])[CH2:14][OH:15])[CH2:10]2)=[CH:43][CH:44]=1. Procedure: This compound is prepared in a manner analogous to that used to prepare 1-{(S)-3-[3-(4-Chloro-phenoxy)-azetidin-1-yl]-1-hydroxymethyl-propyl}-3-(5-cyclopropyl-2-methyl-2H-pyrazol-3-yl)-urea in Example 83 except using (S)-2-amino-4-[3-(4-fluoro-benzyl)-azetidin-1-yl]-butan-1-ol in place of (S)-2-amino-4-[3-(4-chloro-phenoxy)-azetidin-1-yl]-butan-1-ol. Reactants: CC(=O)O, CCOC(=O)c1c(C(C)(C)O)nc(SC)n1Cc1ccc(-c2ccccc2-c2nnnn2C(c2ccccc2)(c2ccccc2)c2ccccc2)cc1. Product: CCOC(=O)c1c(C(C)(C)O)nc(SC)n1Cc1ccc(-c2ccccc2-c2nnn[nH]2)cc1. Reaction SMILES: [CH3:54][C:55](=[O:56])[OH:57].[OH:1][C:2]([CH3:3])([CH3:4])[c:5]1[n:6][c:7]([S:52][CH3:53])[n:8]([CH2:15][c:16]2[cH:17][cH:18][c:19](-[c:22]3[c:23](-[c:28]4[n:29][n:30][n:31][n:32]4[C:33]([c:34]4[cH:35][cH:36][cH:37][cH:38][cH:39]4)([c:40]4[cH:41][cH:42][cH:43][cH:44][cH:45]4)[c:46]4[cH:47][cH:48][cH:49][cH:50][cH:51]4)[cH:24][cH:25][cH:26][cH:27]3)[cH:20][cH:21]2)[c:9]1[C:10](=[O:11])[O:12][CH2:13][CH3:14]>>[OH:1][C:2]([CH3:3])([CH3:4])[c:5]1[n:6][c:7]([S:52][CH3:53])[n:8]([CH2:15][c:16]2[cH:17][cH:18][c:19](-[c:22]3[c:23](-[c:28]4[n:29][n:30][n:31][nH:32]4)[cH:24][cH:25][cH:26][cH:27]3)[cH:20][cH:21]2)[c:9]1[C:10](=[O:11])[O:12][CH2:13][CH3:14]. Reactants: [Br-], C[Mg+], COc1ccc(CN(Cc2ccc(OC)cc2)c2nc(N)nc(Cl)c2C=O)cc1. The product is COc1ccc(CN(Cc2ccc(OC)cc2)c2nc(N)nc(Cl)c2C(C)O)cc1. As a reaction SMILES: [Br-:30].[CH3:31][Mg+:32].[NH2:1][c:2]1[n:3][c:4]([N:11]([CH2:12][c:13]2[cH:14][cH:15][c:16]([O:19][CH3:20])[cH:17][cH:18]2)[CH2:21][c:22]2[cH:23][cH:24][c:25]([O:28][CH3:29])[cH:26][cH:27]2)[c:5]([CH:9]=[O:10])[c:6]([Cl:8])[n:7]1>>[NH2:1][c:2]1[n:3][c:4]([N:11]([CH2:12][c:13]2[cH:14][cH:15][c:16]([O:19][CH3:20])[cH:17][cH:18]2)[CH2:21][c:22]2[cH:23][cH:24][c:25]([O:28][CH3:29])[cH:26][cH:27]2)[c:5]([CH:9]([OH:10])[CH3:31])[c:6]([Cl:8])[n:7]1. Reactants: [H-].C(C(C)C)[Al+]CC(C)C (Diisobutylaluminum hydride), C(C(C)C)C1=CC=C(C=C1)C1=NC(=NO1)C=1N=CC(=NC1)C(=O)OCC (ethyl 5-[5-(4-isobutylphenyl)-1,2,4-oxadiazol-3-yl]pyrazine-2-carboxylate). Run in C1(=CC=CC=C1)C (toluene). Conditions: temperature -78 celsius, time 0.5 hour. Yields the product C(C(C)C)C1=CC=C(C=C1)C1=NC(=NO1)C=1N=CC(=NC1)CO ({5-[5-(4-Isobutylphenyl)-1,2,4-oxadiazol-3-yl]pyrazin-2-yl }methanol). Isolated yield 111.1%. As a reaction SMILES: [H-].C([Al+]CC(C)C)C(C)C.[CH2:11]([C:15]1[CH:20]=[CH:19][C:18]([C:21]2[O:25][N:24]=[C:23]([C:26]3[N:27]=[CH:28][C:29]([C:32](OCC)=[O:33])=[N:30][CH:31]=3)[N:22]=2)=[CH:17][CH:16]=1)[CH:12]([CH3:14])[CH3:13]>C1(C)C=CC=CC=1>[CH2:11]([C:15]1[CH:16]=[CH:17][C:18]([C:21]2[O:25][N:24]=[C:23]([C:26]3[N:27]=[CH:28][C:29]([CH2:32][OH:33])=[N:30][CH:31]=3)[N:22]=2)=[CH:19][CH:20]=1)[CH:12]([CH3:14])[CH3:13] |f:0.1|. Procedure: Diisobutylaluminum hydride (1.5 M solution in toluene, 2.12 mL) was added dropwise to a cold (−78° C.) solution of ethyl 5-[5-(4-isobutylphenyl)-1,2,4-oxadiazol-3-yl]pyrazine-2-carboxylate (0.51 g, 1.45 mmol) in toluene (10 mL) and stirred for 0.5 hours at −78° C. The reaction mixture was warmed to 0° C., quenched with 1N HCl (10 mL) and extracted with EtOAc (3×10 mL). The combined organic extracts were dried (Na2SO4), filtered and concentrated in vacuo to provide the title compound (0.50 g) as ... Starting materials: ClC1=C(C(=O)O)C=CC(=N1)Cl (2,6-dichloronicotinic acid), O (water), C([O-])([O-])=O.[K+].[K+] (potassium carbonate), B.O1CCCC1 (borane tetrahydrofuran). The solvent is hexanes, C(C)(=O)OCC (ethyl acetate), O1CCCC1 (tetrahydrofuran). Conditions: temperature 0 celsius, time 8 hour. Product: ClC1=NC(=CC=C1CO)Cl ((2,6-dichloropyridin-3-yl)-methanol). Isolated yield 94.5%. As a reaction SMILES: [Cl:1][C:2]1[N:10]=[C:9]([Cl:11])[CH:8]=[CH:7][C:3]=1[C:4](O)=[O:5].B.O1CCCC1.O.C(=O)([O-])[O-].[K+].[K+]>O1CCCC1.C(OCC)(=O)C>[Cl:1][C:2]1[C:3]([CH2:4][OH:5])=[CH:7][CH:8]=[C:9]([Cl:11])[N:10]=1 |f:1.2,4.5.6|. Procedure details: Dissolve 2,6-dichloronicotinic acid (1000 mg, 5.21 mmol) in anhydrous tetrahydrofuran (5 mL). Cool to 0° C. Add borane-tetrahydrofuran complex (7.82 mL, 7.82 mmol, 1.0 M in tetrahydrofuran) slowly. Stir the mixture at room temperature overnight. Add water (1 mL) and potassium carbonate, stir for 2 hours, filter and concentrate to give a residue. Chromatograph the residue on silica gel eluting with 10:90 to 20:80 ethyl acetate:hexanes to give (2,6-dichloropyridin-3-yl)-methanol (876 mg, 94%). 1H ...